This data is from the Open Reaction Database (ORD), a public repository of structured organic reaction records. The task is: describe an organic reaction: reactants, conditions, products, and yield Starting materials: O1CCC(CC1)N (Oxan-4-amine), ClC1=NC=CC(=C1C)C(=O)OC (methyl 2-chloro-3-methylpyridine-4-carboxylate), C(=O)([O-])[O-].[Cs+].[Cs+] (Cs2CO3), C1(=C(C=CC2=CC=CC=C12)P(C1=CC=CC=C1)C1=CC=CC=C1)C1=C(C=CC2=CC=CC=C12)P(C1=CC=CC=C1)C1=CC=CC=C1 (1,1′-binaphthalene-2,2′-diylbis(diphenylphosphane)). Reagents/catalysts: CC(=O)[O-].CC(=O)[O-].[Pd+2] (Pd(OAc)2). The solvent is O1CCOCC1 (dioxane), O1CCOCC1 (1,4-dioxane), C(Cl)Cl (CH2Cl2), O (water). Reaction conditions: temperature 40 celsius. Yields the product CC=1C(=NC=CC1C(=O)OC)NC1CCOCC1 (methyl 3-methyl-2-[(oxan-4-yl)amino]pyridine-4-carboxylate). Yield: 37.3%. Reaction SMILES: C1(C2C3C(=CC=CC=3)C=CC=2P(C2C=CC=CC=2)C2C=CC=CC=2)C2C(=CC=CC=2)C=CC=1P(C1C=CC=CC=1)C1C=CC=CC=1.[O:47]1[CH2:52][CH2:51][CH:50]([NH2:53])[CH2:49][CH2:48]1.Cl[C:55]1[C:60]([CH3:61])=[C:59]([C:62]([O:64][CH3:65])=[O:63])[CH:58]=[CH:57][N:56]=1.C([O-])([O-])=O.[Cs+].[Cs+]>O1CCOCC1.C(Cl)Cl.O.CC([O-])=O.CC([O-])=O.[Pd+2]>[CH3:61][C:60]1[C:55]([NH:53][CH:50]2[CH2:51][CH2:52][O:47][CH2:48][CH2:49]2)=[N:56][CH:57]=[CH:58][C:59]=1[C:62]([O:64][CH3:65])=[O:63] |f:3.4.5,9.10.11|. Procedure details: A nitrogen purged suspension of Pd(OAc)2 (77 mg, 0.34 mmol) and 1,1′-binaphthalene-2,2′-diylbis(diphenylphosphane) (430 mg, 0.69 mmol) in 1,4-dioxane (11 ml) was heated at 40° C. for 1 hour. Oxan-4-amine (237 μl, 2.3 mmol), a solution of methyl 2-chloro-3-methylpyridine-4-carboxylate (213 mg, 1.2 mmol) in degassed dioxane (2 ml) and Cs2CO3 (562 mg, 1.7 mmol) were then added and the red suspension was heated at 100° C. for 6 hours. After cooling to room temperature, the mixture was diluted with C... Reactants: CCCCS(=O)(=O)Cl, Nc1cccc2cccnc12, c1ccncc1. Yields the product CCCCS(=O)(=O)Nc1cccc2cccnc12. As a reaction SMILES: [CH2:12]([CH2:13][CH2:14][CH3:15])[S:16](=[O:17])(=[O:18])[Cl:19].[NH2:1][c:2]1[cH:3][cH:4][cH:5][c:6]2[cH:7][cH:8][cH:9][n:10][c:11]12.[cH:20]1[cH:21][cH:22][n:23][cH:24][cH:25]1>>[NH:1]([c:2]1[cH:3][cH:4][cH:5][c:6]2[cH:7][cH:8][cH:9][n:10][c:11]12)[S:16]([CH2:12][CH2:13][CH2:14][CH3:15])(=[O:17])=[O:18]. Reactants: [N+](=[N-])=C (Diazomethane), NC(=N)N (guanidine), CN(C(=N)N[N+](=O)[O-])N=O (N-methyl-N′-nitro-N-nitrosoguanidine), [OH-].[Na+] (sodium hydroxide), C(C1=CC=CC=C1)(=O)OC(C(=O)O)P(=O)(OCC)OCC (2-(benzoyloxy)-2-(diethoxyphosphoryl)acetic acid). Solvent: C(C)OCC (diethyl ether), ClCCl (dichloromethane). Conditions: time 10 minute. The product is C(C1=CC=CC=C1)(=O)OC(C(=O)OC)P(=O)(OCC)OCC (1-(Diethoxyphosphoryl)-2-methoxy-2-oxoethyl benzoate). As a reaction SMILES: [N+](=C)=[N-].CN(N=O)C(N[N+]([O-])=O)=N.[OH-].[Na+].N[C:17](N)=N.[C:20]([O:28][CH:29]([P:33]([O:38][CH2:39][CH3:40])([O:35][CH2:36][CH3:37])=[O:34])[C:30]([OH:32])=[O:31])(=[O:27])[C:21]1[CH:26]=[CH:25][CH:24]=[CH:23][CH:22]=1>ClCCl.C(OCC)C>[C:20]([O:28][CH:29]([P:33]([O:35][CH2:36][CH3:37])([O:38][CH2:39][CH3:40])=[O:34])[C:30]([O:32][CH3:17])=[O:31])(=[O:27])[C:21]1[CH:22]=[CH:23][CH:24]=[CH:25][CH:26]=1 |f:2.3|. Procedure: Diazomethane was generated in 3 fire-polished erlenmeyer flasks using ⅓ of each N-methyl-N′-nitro-N-nitrosoguanidine (17.1 g 116. mmol), 5 M sodium hydroxide (200 mL), and diethyl ether (450 mL) at 0° C. by adding the guanidine in small portions with swirling to the other two. After addition was complete, the mixture was allowed to stand at 0° C. for 10 min with occasional swirling. The ethereal was transferred in portions to a suspension of 2-(benzoyloxy)-2-(diethoxyphosphoryl)acetic acid (21.0... Starting materials: C(C)OC(CC(=O)C=CNC1=CC(=NO1)C)=O ((3-methyl-5-isoxazolyl)aminomethyleneacetoacetic acid ethyl ester), C1(=CC=CC=C1)OC1=CC=CC=C1 (diphenyl ether), pure product. Reaction conditions: time 5 minute. Yields the product C(C)(=O)C=1C(=C2C(=NC1)ON=C2C)O (5-Acetyl-4-hydroxy-3-methylisoxazolo[5,4-b]pyridine). RXN SMILES: C(OC(=O)[CH2:5][C:6]([CH:8]=[CH:9][NH:10][C:11]1[O:15][N:14]=[C:13]([CH3:16])[CH:12]=1)=[O:7])C.[C:18]1([O:24]C2C=CC=CC=2)C=CC=CC=1>>[C:6]([C:8]1[C:18]([OH:24])=[C:12]2[C:13]([CH3:16])=[N:14][O:15][C:11]2=[N:10][CH:9]=1)(=[O:7])[CH3:5]. Procedure: 23.8 g. of (3-methyl-5-isoxazolyl)aminomethyleneacetoacetic acid ethyl ester (0.1 mol.) are quickly added to 100 ml. of vigorously refluxing diphenyl ether. After 5 minutes, the reaction mixture is cooled, as rapidly as possible. After addition of 100 ml. diethyl ether, 5-acetyl-4-hydroxy-3-methylisoxazolo[5,4-b]pyridine crystallizes and is filtered off. Recrystallization from methanol yields 9.5 g. (49.5%) of pure product, m.p. 162°. Reaction SMILES: [CH2:1]([C:5]1[O:6][C:7]2[CH:22]=[CH:21][CH:20]=[CH:19][C:8]=2[C:9]=1[C:10](=[O:18])[C:11]1[CH:16]=[CH:15][C:14]([OH:17])=[CH:13][CH:12]=1)[CH2:2][CH2:3][CH3:4].C(=O)([O-])[O-].[K+].[K+].[Br:29][CH2:30][CH2:31]Br>C(C(C)=O)C>[CH2:1]([C:5]1[O:6][C:7]2[CH:22]=[CH:21][CH:20]=[CH:19][C:8]=2[C:9]=1[C:10](=[O:18])[C:11]1[CH:16]=[CH:15][C:14]([O:17][CH2:31][CH2:30][Br:29])=[CH:13][CH:12]=1)[CH2:2][CH2:3][CH3:4] |f:1.2.3|. Run at temperature 50 celsius, time 18 hour. The reactants are BrCCBr (1,2-dibromo-ethane), C(CCC)C=1OC2=C(C1C(C1=CC=C(C=C1)O)=O)C=CC=C2 (2-n-Butyl-3-(4-hydroxy-benzoyl)-benzofuran), C([O-])([O-])=O.[K+].[K+] (potassium carbonate), BrCCBr (1,2-dibromo-ethane). Solvent: C(C)C(=O)C (methyl ethyl ketone). Procedure: A mixture of 93.5 g (0.25 mole) of 2-n-Butyl-3-(4-hydroxy-benzoyl)-benzofuran, 69 g (0.5 mole) of finely ground anhydrous potassium carbonate and 500 ml of methyl ethyl ketone was stirred and refluxed for 30 minutes. The mixture was allowed to cool to about 50° C. and 187.8 g (1 mole) of 1,2-dibromo-ethane were added in one operation. Stirring and refluxing were continued for 18 h and a further increment of 47 g of 1,2-dibromo-ethane was added. Refluxing was continued for 6 h, the course of the ... Yield: 56.3%. Product: C(CCC)C=1OC2=C(C1C(C1=CC=C(C=C1)OCCBr)=O)C=CC=C2 (2-n-butyl-3-[ 4-(2-bromo-ethoxy)-benzoyl]-benzofuran). Starting materials: CC#N, O=C1Nc2ccccc2N(C(=O)CCl)c2ccccc21, C1CCN(CC2CCCCN2)CC1. Yields the product O=C1Nc2ccccc2N(C(=O)CN2CCCCC2CN2CCCCC2)c2ccccc21. Reaction SMILES: [CH3:34][C:35]#[N:36].[Cl:1][CH2:2][C:3](=[O:4])[N:5]1[c:6]2[c:7]([cH:17][cH:18][cH:19][cH:20]2)[NH:8][C:9](=[O:16])[c:10]2[c:11]1[cH:12][cH:13][cH:14][cH:15]2.[N:21]1([CH2:27][CH:28]2[NH:29][CH2:30][CH2:31][CH2:32][CH2:33]2)[CH2:22][CH2:23][CH2:24][CH2:25][CH2:26]1>>[CH2:2]([C:3](=[O:4])[N:5]1[c:6]2[c:7]([cH:17][cH:18][cH:19][cH:20]2)[NH:8][C:9](=[O:16])[c:10]2[c:11]1[cH:12][cH:13][cH:14][cH:15]2)[N:29]1[CH:28]([CH2:27][N:21]2[CH2:22][CH2:23][CH2:24][CH2:25][CH2:26]2)[CH2:33][CH2:32][CH2:31][CH2:30]1. Yields the product ClC1=CC=C(C=C1)C(C1=CC=CC=C1)NC(=O)CNC(C1=CC=C(C=C1)C(F)(F)F)=O (rac-N-({[(4-Chloro-phenyl)-phenyl-methyl]-carbamoyl}-methyl)-4-trifluoromethyl-benzamide). The reactants are Cl.NCC(=O)NC(C1=CC=CC=C1)C1=CC=C(C=C1)Cl (rac-2-amino-N-[(4-chloro-phenyl)-phenyl-methyl]-acetamide hydrochloride), FC(C1=CC=C(C(=O)O)C=C1)(F)F (4-(trifluoromethyl)benzoic acid). Procedure details: Prepared in analogy to example 1.12 from rac-2-amino-N-[(4-chloro-phenyl)-phenyl-methyl]-acetamide hydrochloride (Example 3.1) and 4-(trifluoromethyl)benzoic acid. As a reaction SMILES: Cl.[NH2:2][CH2:3][C:4]([NH:6][CH:7]([C:14]1[CH:19]=[CH:18][C:17]([Cl:20])=[CH:16][CH:15]=1)[C:8]1[CH:13]=[CH:12][CH:11]=[CH:10][CH:9]=1)=[O:5].[F:21][C:22]([F:33])([F:32])[C:23]1[CH:31]=[CH:30][C:26]([C:27](O)=[O:28])=[CH:25][CH:24]=1>>[Cl:20][C:17]1[CH:18]=[CH:19][C:14]([CH:7]([NH:6][C:4]([CH2:3][NH:2][C:27](=[O:28])[C:26]2[CH:30]=[CH:31][C:23]([C:22]([F:21])([F:32])[F:33])=[CH:24][CH:25]=2)=[O:5])[C:8]2[CH:13]=[CH:12][CH:11]=[CH:10][CH:9]=2)=[CH:15][CH:16]=1 |f:0.1|.